Dataset: the Open Reaction Database (ORD), a public repository of structured organic reaction records. Task: describe an organic reaction: reactants, conditions, products, and yield Starting materials: ClC=1C=CC(=C(C1)C1=CC(N(C=C1OC)C(C(=O)O)CC(C)F)=O)C#N (2-[4-(5-chloro-2-cyanophenyl)-5-methoxy-2-oxopyridin-1(2H)-yl]-4-fluoropentanoic acid), NC1=CC=C(C(=O)OCC)C=C1 (ethyl 4-aminobenzoate). Yields the product ClC=1C=CC(=C(C1)C1=CC(N(C=C1OC)C(C(=O)NC1=CC=C(C(=O)OCC)C=C1)CC(C)F)=O)C#N (Ethyl 4-({2-[4-(5-chloro-2-cyanophenyl)-5-methoxy-2-oxopyridin-1(2H)-yl]-4-fluoropentanoyl}amino)benzoate). Reaction SMILES: [Cl:1][C:2]1[CH:3]=[CH:4][C:5]([C:25]#[N:26])=[C:6]([C:8]2[C:13]([O:14][CH3:15])=[CH:12][N:11]([CH:16]([CH2:20][CH:21]([F:23])[CH3:22])[C:17](O)=[O:18])[C:10](=[O:24])[CH:9]=2)[CH:7]=1.[NH2:27][C:28]1[CH:38]=[CH:37][C:31]([C:32]([O:34][CH2:35][CH3:36])=[O:33])=[CH:30][CH:29]=1>>[Cl:1][C:2]1[CH:3]=[CH:4][C:5]([C:25]#[N:26])=[C:6]([C:8]2[C:13]([O:14][CH3:15])=[CH:12][N:11]([CH:16]([CH2:20][CH:21]([F:23])[CH3:22])[C:17]([NH:27][C:28]3[CH:29]=[CH:30][C:31]([C:32]([O:34][CH2:35][CH3:36])=[O:33])=[CH:37][CH:38]=3)=[O:18])[C:10](=[O:24])[CH:9]=2)[CH:7]=1. Procedure: 222 mg (purity 85%, 0.50 mmol) of 2-[4-(5-chloro-2-cyanophenyl)-5-methoxy-2-oxopyridin-1(2H)-yl]-4-fluoropentanoic acid (mixture of racemic diastereomers) and 91 mg (0.55 mmol, 1.1 eq.) of ethyl 4-aminobenzoate were reacted according to General Method 5A. Yield: 180 mg (purity 91%, 63% of theory) Starting materials: CC1=C(CN2CC(C3=CC=C(C=C23)CC(=O)O)C)C(=CC=C1)C ((3-RS)-2-[1-(2,6-dimethylbenzyl)-2,3-dihydro-3-methyl-1H-indole-6-yl]acetic acid), CC1=C(CN2C[C@H](C3=CC=C(C=C23)CC(=O)O)C)C(=CC=C1)C ((3S*)-2-[1-(2,6-dimethylbenzyl)-2,3-dihydro-3-methyl-1H-indole-6-yl]acetic acid), FC(C(=O)O)(F)F (trifluoroacetic acid). The solvent is CCCCCC.C(C)(C)O (hexane isopropyl alcohol). Yields the product CC1=C(CN2C[C@@H](C3=CC=C(C=C23)CC(=O)O)C)C(=CC=C1)C ((3R*)-2-[1-(2,6-dimethylbenzyl)-2,3-dihydro-3-methyl-1H-indole-6-yl]acetic acid). The yield is 57.7%. RXN SMILES: [CH3:1][C:2]1[CH:22]=[CH:21][CH:20]=[C:19]([CH3:23])[C:3]=1[CH2:4][N:5]1[C:13]2[C:8](=[CH:9][CH:10]=[C:11]([CH2:14][C:15]([OH:17])=[O:16])[CH:12]=2)[CH:7]([CH3:18])[CH2:6]1.FC(F)(F)C(O)=O.CC1C=CC=C(C)C=1CN1C2C(=CC=C(CC(O)=O)C=2)[C@H](C)C1>CCCCCC.C(O)(C)C>[CH3:1][C:2]1[CH:22]=[CH:21][CH:20]=[C:19]([CH3:23])[C:3]=1[CH2:4][N:5]1[C:13]2[C:8](=[CH:9][CH:10]=[C:11]([CH2:14][C:15]([OH:17])=[O:16])[CH:12]=2)[C@@H:7]([CH3:18])[CH2:6]1 |f:3.4|. Procedure details: The compound [78] obtained in Example 78 (26 mg) was optically resolved by chiral column chromatography (CHIRALCEL (registered trademark) OD (CHRALCEL OD) manufactured by Daicel Corporation, 2 cm×25 cm; 0.1% trifluoroacetic acid, hexane/isopropyl alcohol=85/15; flow rate 20 mL/min). (3R*)-2-[1-(2,6-dimethylbenzyl)-2,3-dihydro-3-methyl-1H-indole-6-yl]acetic acid [79A] (15 mg) as a pale brown solid was obtained from the preceding fraction (retention time: 5.3 minutes), and (3S*)-2-[1-(2,6-dimethyl... Starting materials: Cl.C(C)N=C=NCCCN(C)C (1-ethyl-3-(3-dimethylaminopropyl)-carbodiimide hydrochloride), ( E ), NC1=C(C=CC(=C1)Cl)C=C(C(=O)O)C (3-(2-amino-4-chlorophenyl)-2-methyl-2-propenoic acid), C1=CC(=CC=C1[N+](=O)[O-])O (p-nitrophenol). Reagents/catalysts: CN(C)C1=NC=CC=C1 (dimethylaminopyridine). Solvent: ClCCl (dichloromethane). Product: [N+](=O)([O-])C1=CC=C(C=C1)OC(C(=CC1=C(C=C(C=C1)Cl)N)C)=O (3-(2-amino-4-chlorophenyl)-2-methyl-2-propenoic acid p-nitrophenyl ester), crystal. Yield: 91.0%. RXN SMILES: [NH2:1][C:2]1[CH:7]=[C:6]([Cl:8])[CH:5]=[CH:4][C:3]=1[CH:9]=[C:10]([CH3:14])[C:11]([OH:13])=[O:12].[CH:15]1[C:20]([N+:21]([O-:23])=[O:22])=[CH:19][CH:18]=[C:17](O)[CH:16]=1.Cl.C(N=C=NCCCN(C)C)C>CN(C1C=CC=CN=1)C.ClCCl>[N+:21]([C:20]1[CH:15]=[CH:16][C:17]([O:12][C:11](=[O:13])[C:10]([CH3:14])=[CH:9][C:3]2[CH:4]=[CH:5][C:6]([Cl:8])=[CH:7][C:2]=2[NH2:1])=[CH:18][CH:19]=1)([O-:23])=[O:22] |f:2.3|. Procedure details: Into 20 ml of dichloromethane, 0.81 g (3.8 mmol) of (E) 3-(2-amino-4-chlorophenyl)-2-methyl-2-propenoic acid and 1.0 g of p-nitrophenol (manufactured by Wako Pure Chemical Industries, Ltd.) were dissolved; and 40 mg of dimethylaminopyridine (manufactured by Wako Pure Chemical Industries, Ltd.) were added thereto. Further, while the mixture was stirred under cooling with ice, 1.0 g of 1-ethyl-3-(3-dimethylaminopropyl)-carbodiimide hydrochloride (EDC-HCl) (manufactured by Wako Pure Chemical Indust... The reactants are COC1=CC=C(CNC2=NC=C(C=C2C=2N=NSC2C2=C(C(=CC=C2)Cl)Cl)Br)C=C1 (N-(4-methoxybenzyl)-5-bromo-3-(5-(2,3-dichlorophenyl)-1,2,3-thiadiazol-4-yl)pyridin-2-amine), C(=O)(C(F)(F)F)O (TFA). The solvent is C(Cl)Cl (CH2Cl2). Run at temperature 40 celsius, time 3 day. The product is BrC=1C=C(C(=NC1)N)C=1N=NSC1C1=C(C(=CC=C1)Cl)Cl (5-bromo-3-(5-(2,3-dichlorophenyl)-1,2,3-thiadiazol-4-yl)pyridin-2-amine). The yield is 36.9%. Reaction SMILES: COC1C=CC(C[NH:8][C:9]2[C:14]([C:15]3[N:16]=[N:17][S:18][C:19]=3[C:20]3[CH:25]=[CH:24][CH:23]=[C:22]([Cl:26])[C:21]=3[Cl:27])=[CH:13][C:12]([Br:28])=[CH:11][N:10]=2)=CC=1.C(O)(C(F)(F)F)=O>C(Cl)Cl>[Br:28][C:12]1[CH:13]=[C:14]([C:15]2[N:16]=[N:17][S:18][C:19]=2[C:20]2[CH:25]=[CH:24][CH:23]=[C:22]([Cl:26])[C:21]=2[Cl:27])[C:9]([NH2:8])=[N:10][CH:11]=1. Reported procedure: To a solution of N-(4-methoxybenzyl)-5-bromo-3-(5-(2,3-dichlorophenyl)-1,2,3-thiadiazol-4-yl)pyridin-2-amine (0.128 mmol) in CH2Cl2 (2 mL) was added TFA (3 mL). The mixture was heated at 40° C. for 20 hours then at RT for 3 d. The volatiles were evaporated and the residue purified by preparative reversed-phase HPLC to afford 5-bromo-3-(5-(2,3-dichlorophenyl)-1,2,3-thiadiazol-4-yl)pyridin-2-amine as a colorless oil (0.019 g, 37% yield). Using the same procedure, 5-bromo-3-(5-(2,3-fluorophenyl)-1,... The reactants are CCN=C=NCCCN(C)C, CN(C)c1ccncc1, c1ccc(C(c2ccccc2)N2CCNCC2)cc1, ClCCl, Cl, O=C(O)CN1CCC(c2ccc(F)cc2)(c2ccc(F)cc2)C1=O. The product is O=C(CN1CCC(c2ccc(F)cc2)(c2ccc(F)cc2)C1=O)N1CCN(C(c2ccccc2)c2ccccc2)CC1. As a reaction SMILES: [CH2:45]([N:46]=[C:47]=[N:48][CH2:49][CH2:50][CH2:51][N:52]([CH3:53])[CH3:54])[CH3:55].[CH3:59][N:60]([CH3:61])[c:62]1[cH:63][cH:64][n:65][cH:66][cH:67]1.[CH:1]([c:2]1[cH:3][cH:4][cH:5][cH:6][cH:7]1)([c:8]1[cH:9][cH:10][cH:11][cH:12][cH:13]1)[N:14]1[CH2:15][CH2:16][NH:17][CH2:18][CH2:19]1.[Cl:56][CH2:57][Cl:58].[ClH:44].[F:20][c:21]1[cH:22][cH:23][c:24]([C:27]2([c:37]3[cH:38][cH:39][c:40]([F:43])[cH:41][cH:42]3)[C:28](=[O:36])[N:29]([CH2:32][C:33](=[O:34])[OH:35])[CH2:30][CH2:31]2)[cH:25][cH:26]1>>[CH:1]([c:2]1[cH:3][cH:4][cH:5][cH:6][cH:7]1)([c:8]1[cH:9][cH:10][cH:11][cH:12][cH:13]1)[N:14]1[CH2:15][CH2:16][N:17]([C:33]([CH2:32][N:29]2[C:28](=[O:36])[C:27]([c:24]3[cH:23][cH:22][c:21]([F:20])[cH:26][cH:25]3)([c:37]3[cH:38][cH:39][c:40]([F:43])[cH:41][cH:42]3)[CH2:31][CH2:30]2)=[O:34])[CH2:18][CH2:19]1. Starting materials: OCCBr, CN(C)C=O, O=C(O)Cn1c(=O)c2cc(Cl)ccc2n(Cc2ccc(Cl)cc2Cl)c1=O, Cl, [H-], [Na+], O. Yields the product O=C(Cn1c(=O)c2cc(Cl)ccc2n(Cc2ccc(Cl)cc2Cl)c1=O)OCCO. Reaction SMILES: [CH2:29]([CH2:30][OH:31])[Br:32].[CH3:35][N:36]([CH3:37])[CH:38]=[O:39].[Cl:3][c:4]1[cH:5][c:6]2[c:7](=[O:28])[n:8]([CH2:24][C:25](=[O:26])[OH:27])[c:9](=[O:23])[n:10]([CH2:14][c:15]3[c:16]([Cl:22])[cH:17][c:18]([Cl:21])[cH:19][cH:20]3)[c:11]2[cH:12][cH:13]1.[ClH:33].[H-:1].[Na+:2].[OH2:34]>>[Cl:3][c:4]1[cH:5][c:6]2[c:7](=[O:28])[n:8]([CH2:24][C:25](=[O:26])[O:27][CH2:29][CH2:30][OH:31])[c:9](=[O:23])[n:10]([CH2:14][c:15]3[c:16]([Cl:22])[cH:17][c:18]([Cl:21])[cH:19][cH:20]3)[c:11]2[cH:12][cH:13]1. The reactants are N1C(=O)N=C(N)C=C1 (cytosine), BrCC1CC1 ((bromomethyl)cyclopropane), NC1=NC(N(C=C1)CC1=CC=CC=C1)=O (4-amino-1-benzyl-1H-pyrimidin-2-one). The product is NC1=NC(N(C=C1)CC1CC1)=O (4-Amino-1-cyclopropylmethyl-1H-pyrimidin-2-one). Reaction SMILES: N1C=CC(N)=NC1=O.BrCC1CC1.[NH2:14][C:15]1[CH:20]=[CH:19][N:18]([CH2:21][C:22]2[CH:27]=[CH:26]C=CC=2)[C:17](=[O:28])[N:16]=1>>[NH2:14][C:15]1[CH:20]=[CH:19][N:18]([CH2:21][CH:22]2[CH2:27][CH2:26]2)[C:17](=[O:28])[N:16]=1. Procedure details: 4-Amino-1-cyclopropylmethyl-1H-pyrimidin-2-one was prepared from cytosine and (bromomethyl)cyclopropane using the methods described above for the preparation of 4-amino-1-benzyl-1H-pyrimidin-2-one. The reactants are CC(=O)O[BH-](OC(C)=O)OC(C)=O, CC1(C)CCC(c2ccccc2N2CCNCC2)CC1, CCOC(C)=O, [Na+], [Na+], C1CCOC1, O=C([O-])O, O=Cc1ccco1. The product is CC1(C)CCC(c2ccccc2N2CCN(Cc3ccco3)CC2)CC1. As a reaction SMILES: [C:28]([O:29][BH-:30]([O:31][C:32](=[O:33])[CH3:34])[O:35][C:36](=[O:37])[CH3:38])(=[O:39])[CH3:40].[CH3:1][C:2]1([CH3:20])[CH2:3][CH2:4][CH:5]([c:8]2[c:9]([N:14]3[CH2:15][CH2:16][NH:17][CH2:18][CH2:19]3)[cH:10][cH:11][cH:12][cH:13]2)[CH2:6][CH2:7]1.[CH3:47][CH2:48][O:49][C:50](=[O:51])[CH3:52].[Na+:41].[Na+:42].[O:53]1[CH2:54][CH2:55][CH2:56][CH2:57]1.[OH:43][C:44](=[O:45])[O-:46].[o:21]1[c:22]([CH:26]=[O:27])[cH:23][cH:24][cH:25]1>>[CH3:1][C:2]1([CH3:20])[CH2:3][CH2:4][CH:5]([c:8]2[c:9]([N:14]3[CH2:15][CH2:16][N:17]([CH2:26][c:22]4[o:21][cH:25][cH:24][cH:23]4)[CH2:18][CH2:19]3)[cH:10][cH:11][cH:12][cH:13]2)[CH2:6][CH2:7]1.